Task: describe an organic reaction: reactants, conditions, products, and yield. Dataset: the Open Reaction Database (ORD), a public repository of structured organic reaction records Starting materials: Cc1ccccc1, OC(Cc1cnc(-c2c(F)cccc2F)nn1)c1ccc(Cl)cc1, O, Cc1ccc(S(=O)(=O)O)cc1. RXN SMILES: [CH3:37][c:38]1[cH:39][cH:40][cH:41][cH:42][cH:43]1.[Cl:1][c:2]1[cH:3][cH:4][c:5]([CH:8]([CH2:9][c:10]2[cH:11][n:12][c:13](-[c:16]3[c:17]([F:23])[cH:18][cH:19][cH:20][c:21]3[F:22])[n:14][n:15]2)[OH:24])[cH:6][cH:7]1.[OH2:36].[c:25]1([CH3:26])[cH:27][cH:28][c:29]([S:30]([OH:31])(=[O:32])=[O:33])[cH:34][cH:35]1>>[Cl:1][c:2]1[cH:3][cH:4][c:5]([CH:8]=[CH:9][c:10]2[cH:11][n:12][c:13](-[c:16]3[c:17]([F:23])[cH:18][cH:19][cH:20][c:21]3[F:22])[n:14][n:15]2)[cH:6][cH:7]1. Product: Fc1cccc(F)c1-c1ncc(C=Cc2ccc(Cl)cc2)nn1.